This data is from the Open Reaction Database (ORD), a public repository of structured organic reaction records. The task is: describe an organic reaction: reactants, conditions, products, and yield The reactants are CC1=NC2=CC=C(C=C2C(=N1)N(C)C1=CC=C(C=C1)N(C)C)[N+](=O)[O-] ((2-methyl-6-nitroquinazolin-4-yl)-(4-dimethylaminophenyl)-methylamine). Reagents/catalysts: [Pd] (Palladium on carbon). Run in C(C)(=O)OCC (ethyl acetate), CO (methanol). Run at time 5 hour. Yields the product NC=1C=C2C(=NC(=NC2=CC1)C)N(C)C1=CC=C(C=C1)N(C)C ((6-Amino-2-methyl-quinazolin-4-yl)-(4-dimethylaminophenyl)-methylamine). Yield: 100.0%. Reaction SMILES: [CH3:1][C:2]1[N:11]=[C:10]([N:12]([C:14]2[CH:19]=[CH:18][C:17]([N:20]([CH3:22])[CH3:21])=[CH:16][CH:15]=2)[CH3:13])[C:9]2[C:4](=[CH:5][CH:6]=[C:7]([N+:23]([O-])=O)[CH:8]=2)[N:3]=1>C(OCC)(=O)C.CO.[Pd]>[NH2:23][C:7]1[CH:8]=[C:9]2[C:4](=[CH:5][CH:6]=1)[N:3]=[C:2]([CH3:1])[N:11]=[C:10]2[N:12]([C:14]1[CH:19]=[CH:18][C:17]([N:20]([CH3:21])[CH3:22])=[CH:16][CH:15]=1)[CH3:13]. Procedure details: A mixture of (2-methyl-6-nitroquinazolin-4-yl)-(4-dimethylaminophenyl)-methylamine (214 mg, 0.634 mmol) in 20 mL of ethyl acetate and methanol (1:1) with 5% Palladium on carbon was hydrogenated at 70 psi for 5 h. The reaction mixture was filtered and concentrated. The crude product was purified by chromatography (5% methanol/methylene chloride) to give the title compound (195 mg, 0.634 mmol, 100%). 1H NMR (CDCl3): 7.58 (d, J=8.7, 1H), 7.02 (m, 2H), 6.97 (dd, J=9.0, 2.7, 1H), 6.69 (m, 2H), 6.21 (...